Task: describe an organic reaction: reactants, conditions, products, and yield. Dataset: the Open Reaction Database (ORD), a public repository of structured organic reaction records Starting materials: C(C)(C)C1SC(C(N1)P(O)=O)(C)C (racemic (2-isopropyl-5,5-dimethyl-4-thiazolidinyl)phosphinic acid), Cl.NO (hydroxylamine hydrochloride), C(Cl)(Cl)Cl (chloroform), Cl (hydrochloric acid). The solvent is O (water), [OH-].[Na+] (sodium hydroxide). Product: CC1(SC(C(N1)P(O)=O)(C)C)C ((2,2,5,5-tetramethyl-4-thiazolidinyl)phosphinic acid). As a reaction SMILES: [CH:1]([CH:4]1[NH:8][CH:7]([PH:9](=[O:11])[OH:10])[C:6]([CH3:13])([CH3:12])[S:5]1)(C)C.Cl.NO.Cl.[CH:18](Cl)(Cl)Cl>O.[OH-].[Na+]>[CH3:18][C:4]1([CH3:1])[NH:8][CH:7]([PH:9](=[O:11])[OH:10])[C:6]([CH3:12])([CH3:13])[S:5]1 |f:1.2,6.7|. Procedure details: 2.23 g of racemic (2-isopropyl-5,5-dimethyl-4-thiazolidinyl)phosphinic acid and 0.77 g of hydroxylamine hydrochloride were dissolved in 15 ml of de-oxygenated water containing 0.48 g of sodium hydroxide and 15 ml of chloroform were added. The mixture was heated under reflux for 1 hour, cooled to room temperature and 3 ml of concentrated hydrochloric acid were added. The chloroform layer was removed and the aqueous layer was extracted with two 15 ml portions of chloroform. The aqueous layer was f...